describe an organic reaction: reactants, conditions, products, and yield From a dataset of the Open Reaction Database (ORD), a public repository of structured organic reaction records. Reactants: ClC(=CCl)OC=1C=C(C=CC1)[N+](=O)[O-] (3-(1',2'-dichlorovinyloxy)-nitrobenzene), nitro, [H][H] (hydrogen). Reagents/catalysts: [Ni] (Raney-nickel). Run in C(C)O (ethanol). Product: ClC(=CCl)OC=1C=C(N)C=CC1 (3-(1',2'-dichlorovinyloxy)-aniline). RXN SMILES: [Cl:1][C:2]([O:5][C:6]1[CH:7]=[C:8]([N+:12]([O-])=O)[CH:9]=[CH:10][CH:11]=1)=[CH:3][Cl:4].[H][H]>C(O)C.[Ni]>[Cl:1][C:2]([O:5][C:6]1[CH:7]=[C:8]([CH:9]=[CH:10][CH:11]=1)[NH2:12])=[CH:3][Cl:4]. Procedure: Yield: 115 grams of 3-(1',2'-dichlorovinyloxy)-nitrobenzene 1 mole of the nitro-product was dissolved in 1liter of ethanol and was reduced by means of hydrogen in an autoclave at 60°C, after 5 grams of a Raney-nickel catalyst (R/50) had been added. The catalyst was then filtered off with suction, the ethanol was distilled off, and the residue was distilled in vacuo.